This data is from the Open Reaction Database (ORD), a public repository of structured organic reaction records. The task is: describe an organic reaction: reactants, conditions, products, and yield Reactants: COC(=O)c1c2c(cc(OC)c1OC)C(c1ccccc1)CNCC2, C=O, O=CO, [Na+], [OH-]. Yields the product COC(=O)c1c2c(cc(OC)c1OC)C(c1ccccc1)CN(C)CC2. As a reaction SMILES: [C:1](=[O:2])([O:3][CH3:4])[c:5]1[c:6]([O:24][CH3:25])[c:7]([O:22][CH3:23])[cH:8][c:9]2[c:15]1[CH2:14][CH2:13][NH:12][CH2:11][CH:10]2[c:16]1[cH:17][cH:18][cH:19][cH:20][cH:21]1.[CH2:31]=[O:32].[CH:28]([OH:29])=[O:30].[Na+:27].[OH-:26]>>[C:1](=[O:2])([O:3][CH3:4])[c:5]1[c:6]([O:24][CH3:25])[c:7]([O:22][CH3:23])[cH:8][c:9]2[c:15]1[CH2:14][CH2:13][N:12]([CH3:28])[CH2:11][CH:10]2[c:16]1[cH:17][cH:18][cH:19][cH:20][cH:21]1. The product is CC=1C=CC2=C(C(C=C(O2)C=CC2=CC=C(C#N)C=C2)=O)C1 (4-[2-(6-Methyl-4-oxo-4H-1-benzopyran-2-yl)ethenyl]benzonitrile). Starting materials: OC1=C(C=C(C=C1)C)C(CS(=O)C)=O (2'-hydroxy-5'-methyl-2-(methylsulfinyl)acetophenone), C(#N)C1=CC=C(C=CC=O)C=C1 (p-cyanocinnamaldehyde), COC1=CC=CC=2C(C=C(OC21)C=CC2=CC=C(C#N)C=C2)=O (4-[2-(8-methoxy-4-oxo-4H-1-benzopyran-2-yl)ethenyl]benzonitrile). Reaction SMILES: [OH:1][C:2]1[CH:7]=[CH:6][C:5]([CH3:8])=[CH:4][C:3]=1[C:9](=[O:14])[CH2:10]S(C)=O.[C:15]([C:17]1[CH:26]=[CH:25][C:20]([CH:21]=[CH:22][CH:23]=O)=[CH:19][CH:18]=1)#[N:16].COC1C2OC(C=CC3C=CC(C#N)=CC=3)=CC(=O)C=2C=CC=1>>[CH3:8][C:5]1[CH:6]=[CH:7][C:2]2[O:1][C:23]([CH:22]=[CH:21][C:20]3[CH:19]=[CH:18][C:17]([C:15]#[N:16])=[CH:26][CH:25]=3)=[CH:10][C:9](=[O:14])[C:3]=2[CH:4]=1. Reported procedure: This was prepared by reacting 6.36 g of 2'-hydroxy-5'-methyl-2-(methylsulfinyl)acetophenone with 6.36 g of p-cyanocinnamaldehyde in analogous fashion to 4-[2-(8-methoxy-4-oxo-4H-1-benzopyran-2-yl)ethenyl]benzonitrile. The material was recrystallized from toluene, mp 249°-51°; yield 3.5g (41%) λ max mμ (ε) 219 (19,300); 278 (13,500), 339 (41,000); ν max 825 (m), 980 (m), 1235 (m), 1580 (m), 1630 (m), 1670 (s), 2240 (m) cm-1. The reactants are mixture, C(C)(C)OC1=C(SC=C1N=C=O)\C(\C)=C\C(C)C (3-isopropoxy-carbonylamino-{2-(E)-(4-methyl-2-penten-2-yl)}thiophene), C(C)(C)OC(=O)NC1=C(SC=C1)\C(\C)=C/C(C)C (3-isopropoxycarbonylamino-{2-(Z)-(4-methyl-2-penten-2-yl)}thiophene), C(C)(C)OC(=O)NC1=C(SC=C1)C(=C)CC(C)C (3-isopropoxycarbonylamino-{2-(4-methyl-1-penten-2-yl)}thiophene). Reagents/catalysts: [C].[Pd] (palladium carbon). The solvent is CO (methanol). Reaction conditions: time 9 hour. Yields the product C(C)(C)OC(=O)C1=C(SC=C1)C(CC(C)C)C (3-isopropoxycarbonyl-{2-(1,3-dimethylbutyl)}-thiophene). The yield is 70.0%. As a reaction SMILES: C(O[C:5]1[C:9](N=C=O)=[CH:8][S:7][C:6]=1/[C:13](=[CH:15]/[CH:16]([CH3:18])[CH3:17])/[CH3:14])(C)C.[CH:19]([O:22][C:23](NC1C=CSC=1/C(=C\C(C)C)/C)=[O:24])([CH3:21])[CH3:20].C(OC(NC1C=CSC=1C(CC(C)C)=C)=O)(C)C>[C].[Pd].CO>[CH:19]([O:22][C:23]([C:5]1[CH:9]=[CH:8][S:7][C:6]=1[CH:13]([CH3:14])[CH2:15][CH:16]([CH3:17])[CH3:18])=[O:24])([CH3:21])[CH3:20] |f:3.4|. Reported procedure: b 2.06 g (7.72 mmol) of the mixture of 3-isopropoxy-carbonylamino-{2-(E)-(4-methyl-2-penten-2-yl)}thiophene, 3-isopropoxycarbonylamino-{2-(Z)-(4-methyl-2-penten-2-yl)}thiophene, and 3-isopropoxycarbonylamino-{2-(4-methyl-1-penten-2-yl)}thiophene obtained in Example 13 and 0.41 g of 5% palladium carbon (Degussa chemical catalyst E106R/W) were charged into 20 ml of methanol, and after nitrogen purge, a hydrogenation reaction was conducted at normal pressure under hydrogen atmosphere for 9 hours. A... Product: Nc1cccc(Cn2ncc3c(-c4ccco4)nc(N)nc32)c1. RXN SMILES: [CH3:28][CH2:29][OH:30].[ClH:31].[Na+:27].[OH-:26].[o:1]1[c:2](-[c:6]2[c:7]3[c:8]([n:9][c:10]([NH2:12])[n:11]2)[n:13]([CH2:16][c:17]2[cH:18][c:19]([N+:23]([O-:24])=[O:25])[cH:20][cH:21][cH:22]2)[n:14][cH:15]3)[cH:3][cH:4][cH:5]1>>[o:1]1[c:2](-[c:6]2[c:7]3[c:8]([n:9][c:10]([NH2:12])[n:11]2)[n:13]([CH2:16][c:17]2[cH:18][c:19]([NH2:23])[cH:20][cH:21][cH:22]2)[n:14][cH:15]3)[cH:3][cH:4][cH:5]1. Starting materials: CCO, Cl, [Na+], [OH-], Nc1nc(-c2ccco2)c2cnn(Cc3cccc([N+](=O)[O-])c3)c2n1. The reactants are O=C([O-])[O-], CN(C)C=O, Cc1oc(-c2ccco2)nc1CCl, [K+], [K+], O, COc1ccc(C=O)cc1O. The product is COc1ccc(C=O)cc1OCc1nc(-c2ccco2)oc1C. As a reaction SMILES: [C:25](=[O:26])([O-:27])[O-:28].[CH3:31][N:32]([CH3:33])[CH:34]=[O:35].[Cl:1][CH2:2][c:3]1[n:4][c:5](-[c:9]2[o:10][cH:11][cH:12][cH:13]2)[o:6][c:7]1[CH3:8].[K+:29].[K+:30].[OH2:36].[OH:14][c:15]1[cH:16][c:17]([CH:18]=[O:19])[cH:20][cH:21][c:22]1[O:23][CH3:24]>>[CH2:2]([c:3]1[n:4][c:5](-[c:9]2[o:10][cH:11][cH:12][cH:13]2)[o:6][c:7]1[CH3:8])[O:14][c:15]1[cH:16][c:17]([CH:18]=[O:19])[cH:20][cH:21][c:22]1[O:23][CH3:24]. Reaction SMILES: [NH:1]1[CH:8]=[CH:7][C:5](=[O:6])[NH:4][C:2]1=[O:3].[F:9][C:10](I)([F:12])[F:11].OO>S([O-])([O-])(=O)=O.[Fe+2].CS(C)=O>[F:9][C:10]([F:12])([F:11])[C:7]1[C:5](=[O:6])[NH:4][C:2](=[O:3])[NH:1][CH:8]=1 |f:3.4|. The reagents and catalysts are S(=O)(=O)([O-])[O-].[Fe+2] (iron (II) sulfate). Run in CS(=O)C (dimethyl sulfoxide), CS(=O)C (dimethyl sulfoxide). The product is FC(C=1C(NC(NC1)=O)=O)(F)F (5-trifluoromethyl uracil). The yield is 94.0%. The reactants are N1C(=O)NC(=O)C=C1 (uracil), aqueous solution, FC(F)(F)I (trifluoromethyl iodide), OO (hydrogen peroxide). Reported procedure: 0.11 g (1.0 mmol) of uracil was weighed and placed in a 50 ml two-neck flask equipped with a magnetic rotor and the atmosphere in the flask was replaced with argon. The following materials were added thereinto: 2.0 ml of a 1N dimethyl sulfoxide solution, 1.0 ml of a 2.1 mol/l dimethyl sulfoxide solution of trifluoromethyl iodide, 0.2 ml of a 30% hydrogen peroxide aqueous solution and 0.3 ml of a 1.0 mol/l aqueous solution of iron (II) sulfate. The mixture was stirred at 40 to 50° C. for 20 minut... Conditions: temperature 45 celsius, time 20 minute.